Dataset: the Open Reaction Database (ORD), a public repository of structured organic reaction records. Task: describe an organic reaction: reactants, conditions, products, and yield The reactants are N#CCc1ccccc1, Clc1ccccn1. Yields the product N#CC(c1ccccc1)c1ccccn1. RXN SMILES: [CH2:8]([c:9]1[cH:10][cH:11][cH:12][cH:13][cH:14]1)[C:15]#[N:16].[Cl:1][c:2]1[cH:3][cH:4][cH:5][cH:6][n:7]1>>[c:2]1([CH:8]([c:9]2[cH:10][cH:11][cH:12][cH:13][cH:14]2)[C:15]#[N:16])[cH:3][cH:4][cH:5][cH:6][n:7]1. Product: COC1=C2C=C(C=C(C2=CC(=C1)OC)OC(C)=O)C(=O)OC (5,7-dimethoxy-3-methoxycarbonyl-1-acetoxynaphthalene), COC1=C2C=C(C=C(C2=CC(=C1)OC)O)C(=O)OC (5,7-dimethoxy-3-methoxycarbonyl-1-naphthol). Procedure: 5,7-dimethoxy-3-methoxycarbonyl-1-acetoxynaphthalene is synthesized according to the procedure described in Org. React. 1951, 6, 1; by the reaction of 2,4-dimethoxybenzaldehyde and dimethyl succinate in the presence of potassium tert-butoxide followed by a cyclization in acetic anhydride in the presence of sodium acetate. 5,7-dimethoxy-3-methoxycarbonyl-1-naphthol is then obtained after deacetylation of the preceding product in HCl(2N)/methanol under reflux for 3 hours. Run in Cl (HCl), CO (methanol), C(C)(=O)OC(C)=O (acetic anhydride). RXN SMILES: [CH3:1][O:2][C:3]1[CH:10]=[C:9]([O:11][CH3:12])[CH:8]=[CH:7][C:4]=1[CH:5]=O.[C:13]([O:21][CH3:22])(=[O:20])[CH2:14][CH2:15][C:16]([O:18][CH3:19])=[O:17].CC(C)([O-])C.[K+].[C:29]([O-:32])(=[O:31])[CH3:30].[Na+]>C(OC(=O)C)(=O)C.Cl.CO>[CH3:1][O:2][C:3]1[CH:10]=[C:9]([O:11][CH3:12])[CH:8]=[C:7]2[C:4]=1[CH:5]=[C:15]([C:16]([O:18][CH3:19])=[O:17])[CH:14]=[C:13]2[O:31][C:29](=[O:32])[CH3:30].[CH3:1][O:2][C:3]1[CH:10]=[C:9]([O:11][CH3:12])[CH:8]=[C:7]2[C:4]=1[CH:5]=[C:14]([C:13]([O:21][CH3:22])=[O:20])[CH:15]=[C:16]2[OH:18] |f:2.3,4.5|. The reactants are COC1=C(C=O)C=CC(=C1)OC (2,4-dimethoxybenzaldehyde), C(CCC(=O)OC)(=O)OC (dimethyl succinate), CC(C)([O-])C.[K+] (potassium tert-butoxide), C(C)(=O)[O-].[Na+] (sodium acetate). The reactants are CC(C)O, COc1cc(OC)c2c(C)c(CCCl)c(=O)oc2c1, FC(F)(F)c1cccc(N2CCNCC2)c1. Yields the product COc1cc(OC)c2c(C)c(CCN3CCN(c4cccc(C(F)(F)F)c4)CC3)c(=O)oc2c1. As a reaction SMILES: [CH:36]([OH:37])([CH3:38])[CH3:39].[Cl:1][CH2:2][CH2:3][c:4]1[c:5](=[O:19])[o:6][c:7]2[c:8]([c:9]1[CH3:10])[c:11]([O:17][CH3:18])[cH:12][c:13]([O:15][CH3:16])[cH:14]2.[F:20][C:21]([c:22]1[cH:23][c:24]([N:28]2[CH2:29][CH2:30][NH:31][CH2:32][CH2:33]2)[cH:25][cH:26][cH:27]1)([F:34])[F:35]>>[CH2:2]([CH2:3][c:4]1[c:5](=[O:19])[o:6][c:7]2[c:8]([c:9]1[CH3:10])[c:11]([O:17][CH3:18])[cH:12][c:13]([O:15][CH3:16])[cH:14]2)[N:31]1[CH2:30][CH2:29][N:28]([c:24]2[cH:23][c:22]([C:21]([F:20])([F:34])[F:35])[cH:27][cH:26][cH:25]2)[CH2:33][CH2:32]1.